From a dataset of the Open Reaction Database (ORD), a public repository of structured organic reaction records. describe an organic reaction: reactants, conditions, products, and yield Starting materials: COC(C1=C(C=C(C=C1)N=[N+]=[N-])C)=O (4-azido-2-methyl-benzoic acid methyl ester), ClC1=CC(=CC(=C1)C(=C)C(F)(F)F)Cl (1,3-dichloro-5-(1-trifluoromethyl-vinyl)-benzene). The solvent is C1(=CC=CC=C1)C (toluene). Reaction conditions: temperature 130 celsius. The product is COC(C1=C(C=C(C=C1)N1N=NC(C1)(C(F)(F)F)C1=CC(=CC(=C1)Cl)Cl)C)=O (4-[4-(3,5-dichloro-phenyl)-4-trifluoromethyl-4,5-dihydro-[1,2,3]triazol-1-yl]-2-methyl-benzoic acid methyl ester). Isolated yield 17.8%. RXN SMILES: [CH3:1][O:2][C:3](=[O:14])[C:4]1[CH:9]=[CH:8][C:7]([N:10]=[N+:11]=[N-:12])=[CH:6][C:5]=1[CH3:13].[Cl:15][C:16]1[CH:21]=[C:20]([C:22]([C:24]([F:27])([F:26])[F:25])=[CH2:23])[CH:19]=[C:18]([Cl:28])[CH:17]=1>C1(C)C=CC=CC=1>[CH3:1][O:2][C:3](=[O:14])[C:4]1[CH:9]=[CH:8][C:7]([N:10]2[CH2:23][C:22]([C:20]3[CH:19]=[C:18]([Cl:28])[CH:17]=[C:16]([Cl:15])[CH:21]=3)([C:24]([F:25])([F:27])[F:26])[N:12]=[N:11]2)=[CH:6][C:5]=1[CH3:13]. Reported procedure: A mixture of 4-azido-2-methyl-benzoic acid methyl ester (made in analogy to methods described in, for example, Journal of Organic Chemistry, 2006, 71(15), 5822-5825) (820 mg, 3.4 mmol) and 1,3-dichloro-5-(1-trifluoromethyl-vinyl)-benzene (preparation described in, for example, EP 1,731,512) (500 mg, 2.6 mmol) in toluene (20 ml) was heated at 130° C. for 48 hours. The reaction mixture was concentrated and the residue purified by column chromatography on silica gel (eluent: 3% v/v ethyl acetate in... Reactants: CCOC(=O)C(C)CC(Cc1ccc(-c2ccccc2)cc1)NC(=O)c1cc(F)c(O)c(F)c1, CO, Cl, [Na+], [OH-]. As a reaction SMILES: [CH2:1]([CH3:2])[O:3][C:4]([CH:5]([CH2:6][CH:7]([CH2:8][c:9]1[cH:10][cH:11][c:12](-[c:15]2[cH:16][cH:17][cH:18][cH:19][cH:20]2)[cH:13][cH:14]1)[NH:21][C:22]([c:23]1[cH:24][c:25]([F:31])[c:26]([OH:30])[c:27]([F:29])[cH:28]1)=[O:32])[CH3:33])=[O:34].[CH3:38][OH:39].[ClH:37].[Na+:36].[OH-:35]>>[O:3]=[C:4]([CH:5]([CH2:6][CH:7]([CH2:8][c:9]1[cH:10][cH:11][c:12](-[c:15]2[cH:16][cH:17][cH:18][cH:19][cH:20]2)[cH:13][cH:14]1)[NH:21][C:22]([c:23]1[cH:24][c:25]([F:31])[c:26]([OH:30])[c:27]([F:29])[cH:28]1)=[O:32])[CH3:33])[OH:34]. Product: CC(CC(Cc1ccc(-c2ccccc2)cc1)NC(=O)c1cc(F)c(O)c(F)c1)C(=O)O. The reactants are C1=CC=C2C(=C1)C=CC(=C2C3=C(C=CC4=CC=CC=C43)O)O (1,1'-bi-2-naphthol), [I-] (iodide), poly(vinyl butyral). Reagents/catalysts: BrI.[Ag] (silver bromoiodide). The solvent is poly(vinyl butyral), CC(=O)C (acetone), C1(=CC=CC=C1)C (toluene), CC(=O)C (acetone). The product is CC(=O)C.C1(=CC=CC=C1)C (acetone toluene). As a reaction SMILES: [CH:1]1[CH:6]=[C:5]2C=CC(O)=[C:10]([C:11]3C4C(=CC=CC=4)C=[CH:13][C:12]=3[OH:21])[C:4]2=[CH:3][CH:2]=1.[I-]>CC(C)=O.C1(C)C=CC=CC=1.BrI.[Ag]>[CH3:11][C:12]([CH3:13])=[O:21].[C:4]1([CH3:10])[CH:5]=[CH:6][CH:1]=[CH:2][CH:3]=1 |f:4.5,6.7|. Procedure: Three milliliters of this dispersion were added to a solution containing 0.3 millimoles (86 milligrams) of 1,1'-bi-2-naphthol (reducing agent) dissolved in 7 ml of a 2.0% by weight poly(vinyl butyral) solution in equal parts by volume acetone and toluene. 1.0 Milliliters of a photosensitive silver bromoiodide emulsion (6% iodide) in acetone and peptized with poly(vinyl butyral) was added to the resulting mixture with stirring.